This data is from the Open Reaction Database (ORD), a public repository of structured organic reaction records. The task is: describe an organic reaction: reactants, conditions, products, and yield Reactants: C1(CCCC1)NC1=NC(=NC(=C1C)C)NCC1=NC=CC=C1 (N4-cyclopentyl-5,6-dimethyl-N2-(pyridin-2-ylmethyl)pyrimidine-2,4-diamine), O1COC2=C1C=CC(=C2)N (1,3-benzodioxol-5-amine). Product: O1COC2=C1C=CC(=C2)NC2=NC(=NC(=C2C)C)NCC2=NC=CC=C2 (N4-(1,3-benzodioxol-5-yl)-5,6-dimethyl-N2-(pyridin-2-ylmethyl)pyrimidine-2,4-diamine). As a reaction SMILES: C1(N[C:7]2[C:12]([CH3:13])=[C:11]([CH3:14])[N:10]=[C:9]([NH:15][CH2:16][C:17]3[CH:22]=[CH:21][CH:20]=[CH:19][N:18]=3)[N:8]=2)CCCC1.[O:23]1[C:27]2[CH:28]=[CH:29][C:30]([NH2:32])=[CH:31][C:26]=2[O:25][CH2:24]1>>[O:23]1[C:27]2[CH:28]=[CH:29][C:30]([NH:32][C:7]3[C:12]([CH3:13])=[C:11]([CH3:14])[N:10]=[C:9]([NH:15][CH2:16][C:17]4[CH:22]=[CH:21][CH:20]=[CH:19][N:18]=4)[N:8]=3)=[CH:31][C:26]=2[O:25][CH2:24]1. Procedure details: The titled compound was synthesized according to the procedure described for preparation of N4-cyclopentyl-5,6-dimethyl-N2-(pyridin-2-ylmethyl)pyrimidine-2,4-diamine (Example 29) using 1,3-benzodioxol-5-amine instead of cyclopentanamine. The crude material was purified by column chromatography eluting with mixture of chloroform/ethanol/20% water solution of ammonia (200:10:1), and then the final product was washed with diethyl ether to afford the titled compound as a white solid. 1H NMR (300 MHz... Starting materials: C1(=CC=CC=C1)C1=CC=C(C=C1)O (4-phenylphenol), COC(C1=C(C=CC=C1)CBr)=O (2-bromomethyl-benzoic acid methyl ester), COC(C1=C(C=CC=C1)CBr)=O (2-bromomethyl-benzoic acid methyl ester). Product: C1(=CC=C(C=C1)OCC1=C(C(=O)O)C=CC=C1)C1=CC=CC=C1 (2-(Biphenyl-4-yloxymethyl)-benzoic acid). RXN SMILES: [C:1]1([C:7]2[CH:12]=[CH:11][C:10]([OH:13])=[CH:9][CH:8]=2)[CH:6]=[CH:5][CH:4]=[CH:3][CH:2]=1.C[O:15][C:16](=[O:25])[C:17]1[CH:22]=[CH:21][CH:20]=[CH:19][C:18]=1[CH2:23]Br>>[C:7]1([C:1]2[CH:2]=[CH:3][CH:4]=[CH:5][CH:6]=2)[CH:8]=[CH:9][C:10]([O:13][CH2:23][C:18]2[CH:19]=[CH:20][CH:21]=[CH:22][C:17]=2[C:16]([OH:25])=[O:15])=[CH:11][CH:12]=1. Procedure: 2-(Biphenyl-4-yloxymethyl)-benzoic acid was prepared using general procedure A from 4-phenylphenol (available from Aldrich, Milwaukee, Wis.) and 2-bromomethyl-benzoic acid methyl ester (Intermediate 1). Yield: 50 mg. Mass spectrum (ES) MH+=305.